The task is: describe an organic reaction: reactants, conditions, products, and yield. This data is from the Open Reaction Database (ORD), a public repository of structured organic reaction records. Reactants: O=Cc1ccc(Oc2c(-c3ccc(F)cc3)ccc3cc(OCc4ccccc4)ccc23)cc1, ClCCl, O, OO, O=S(=O)(O)O. Product: Oc1ccc(Oc2c(-c3ccc(F)cc3)ccc3cc(OCc4ccccc4)ccc23)cc1. RXN SMILES: [CH2:8]([c:9]1[cH:10][cH:11][cH:12][cH:13][cH:14]1)[O:15][c:16]1[cH:17][c:18]2[cH:19][cH:20][c:21](-[c:35]3[cH:36][cH:37][c:38]([F:41])[cH:39][cH:40]3)[c:22]([O:26][c:27]3[cH:28][cH:29][c:30]([CH:31]=[O:32])[cH:33][cH:34]3)[c:23]2[cH:24][cH:25]1.[Cl:43][CH2:44][Cl:45].[OH2:42].[OH:6][OH:7].[S:1](=[O:2])(=[O:3])([OH:4])[OH:5]>>[OH:6][c:30]1[cH:29][cH:28][c:27]([O:26][c:22]2[c:21](-[c:35]3[cH:36][cH:37][c:38]([F:41])[cH:39][cH:40]3)[cH:20][cH:19][c:18]3[cH:17][c:16]([O:15][CH2:8][c:9]4[cH:10][cH:11][cH:12][cH:13][cH:14]4)[cH:25][cH:24][c:23]32)[cH:34][cH:33]1. Starting materials: [N+](=[N-])=C (diazomethane), C(=O)C(=C)[C@@H]1[C@H](C(N1)=O)[C@@H](C)OC(=O)OCC1=CC=CC=C1 ((3S,4S)-4-(1-formylethenyl)-3-(1-(R)-benzyloxycarbonyloxyethyl)-2-azetidinone), resultant mixture, CO (methanol). Solvent: C(C)OCC (diethyl ether), C(C)OCC (diethyl ether). Product: C(=O)(O)C(=C)[C@@H]1[C@H](C(N1)=O)[C@@H](C)OC(=O)OCC1=CC=CC=C1 ((3S,4S)-4-(1-Carboxyethenyl)-3-(1-(R)-benzyloxycarbonyloxyethyl)-2-azetidinone), (3S,4S)-4-(1-methoxycarbonylethenl)-3-(1-(R)-benzyloxycarbonyloxyethyl)-2-azetidinone. RXN SMILES: [CH:1]([C:3]([C@H:5]1[NH:8][C:7](=[O:9])[C@@H:6]1[C@H:10]([O:12][C:13]([O:15][CH2:16][C:17]1[CH:22]=[CH:21][CH:20]=[CH:19][CH:18]=1)=[O:14])[CH3:11])=[CH2:4])=[O:2].[N+](=C)=[N-].C[OH:27]>C(OCC)C>[C:1]([C:3]([C@H:5]1[NH:8][C:7](=[O:9])[C@@H:6]1[C@H:10]([O:12][C:13]([O:15][CH2:16][C:17]1[CH:18]=[CH:19][CH:20]=[CH:21][CH:22]=1)=[O:14])[CH3:11])=[CH2:4])([OH:27])=[O:2]. Procedure: (3S,4S)-4-(1-Carboxyethenyl)-3-(1-(R)-benzyloxycarbonyloxyethyl)-2-azetidinone (37 g), which was prepared from (3S,4S)-4-(1-formylethenyl)-3-(1-(R)-benzyloxycarbonyloxyethyl)-2-azetidinone in the similar procedure to Example 6, was dissolved in methanol and then diluted with diethyl ether. A solution of diazomethane in diethyl ether was added dropwise thereto with ice-cooling, and the resultant mixture was stirred for 0.5 hour. After removal of excess diazomethane, the reaction mixture was conce... Starting materials: C(C)(C)(C)OC(=O)N[C@@H]1CC[C@H](CC1)C(=O)O (trans-4-tert-butoxycarbonylamino-cyclohexanecarboxylic acid), C1(CC1)N (cyclopropylamine), Cl.CN(CCCN=C=NCC)C (1-(3-dimethylaminopropyl)-3-ethylcarbodiimide hydrochloride). Run in ClCCl (dichloromethane). Run at time 48 hour. The product is C(C)(C)(C)OC(N[C@@H]1CC[C@H](CC1)C(NC1CC1)=O)=O (trans-(4-Cyclopropylcarbamoyl-cyclohexyl)-carbamic acid tert-butyl ester). RXN SMILES: [C:1]([O:5][C:6]([NH:8][C@H:9]1[CH2:14][CH2:13][C@H:12]([C:15]([OH:17])=O)[CH2:11][CH2:10]1)=[O:7])([CH3:4])([CH3:3])[CH3:2].[CH:18]1([NH2:21])[CH2:20][CH2:19]1.Cl.CN(C)CCCN=C=NCC>ClCCl>[C:1]([O:5][C:6](=[O:7])[NH:8][C@H:9]1[CH2:10][CH2:11][C@H:12]([C:15](=[O:17])[NH:21][CH:18]2[CH2:20][CH2:19]2)[CH2:13][CH2:14]1)([CH3:2])([CH3:3])[CH3:4] |f:2.3|. Procedure: To a stirred mixture of trans-4-tert-butoxycarbonylamino-cyclohexanecarboxylic acid (6.1 g, 25.0 mmol) and cyclopropylamine (1.9 mL, 27.5 mmol) in dichloromethane (125 mL), 1-(3-dimethylaminopropyl)-3-ethylcarbodiimide hydrochloride (5.3 g; 27.5 mmol) is added in one portion. The reaction is stirred at ambient temperature for 48 hours. The solvent is evaporated and the crude is stirred in ice-cold 1N hydrochloric acid (100 mL) for 30 min. The solid product is isolated by suction filtration, wash... Reactants: CCOC(CBr)OCC, O=C([O-])[O-], COc1ccc([N+](=O)[O-])cc1O, CN(C)C=O, [Cs+], [Cs+], [Na+], [OH-]. Yields the product CCOC(COc1cc([N+](=O)[O-])ccc1OC)OCC. As a reaction SMILES: [Br:13][CH2:14][CH:15]([O:16][CH2:17][CH3:18])[O:19][CH2:20][CH3:21].[C:22](=[O:23])([O-:24])[O-:25].[CH3:1][O:2][c:3]1[c:4]([OH:12])[cH:5][c:6]([N+:9](=[O:10])[O-:11])[cH:7][cH:8]1.[CH3:30][N:31]([CH3:32])[CH:33]=[O:34].[Cs+:26].[Cs+:27].[Na+:29].[OH-:28]>>[CH3:1][O:2][c:3]1[c:4]([O:12][CH2:14][CH:15]([O:16][CH2:17][CH3:18])[O:19][CH2:20][CH3:21])[cH:5][c:6]([N+:9](=[O:10])[O-:11])[cH:7][cH:8]1.